Task: describe an organic reaction: reactants, conditions, products, and yield. Dataset: the Open Reaction Database (ORD), a public repository of structured organic reaction records The reactants are NC=1C(=C(C=C(C1)F)C=1N=C(N(C1C1=NC(=NC=C1)NC[C@H](C)NC(OC)=O)COCC[Si](C)(C)C)C1CC1)Cl ((S)-methyl 1-(4-(4-(3-amino-2-chloro-5-fluorophenyl)-2-cyclopropyl-1-((2-(trimethylsilyl)ethoxy)methyl)-1H-imidazol-5-yl)pyrimidin-2-ylamino)propan-2-ylcarbamate), C1(=CC=C(C=C1)S(=O)(=O)O)C (p-toluenesulfonic acid). Solvent: CO (methanol). The product is NC=1C(=C(C=C(C1)F)C=1N=C(NC1C1=NC(=NC=C1)NC[C@H](C)NC(OC)=O)C1CC1)Cl ((S)-methyl 1-(4-(4-(3-amino-2-chloro-5-fluorophenyl)-2-cyclopropyl-1H-imidazol-5-yl)pyrimidin-2-ylamino)propan-2-ylcarbamate). Yield: 43.0%. Reaction SMILES: [NH2:1][C:2]1[C:3]([Cl:40])=[C:4]([C:9]2[N:10]=[C:11]([CH:37]3[CH2:39][CH2:38]3)[N:12](COCC[Si](C)(C)C)[C:13]=2[C:14]2[CH:19]=[CH:18][N:17]=[C:16]([NH:20][CH2:21][C@@H:22]([NH:24][C:25](=[O:28])[O:26][CH3:27])[CH3:23])[N:15]=2)[CH:5]=[C:6]([F:8])[CH:7]=1.C1(C)C=CC(S(O)(=O)=O)=CC=1>CO>[NH2:1][C:2]1[C:3]([Cl:40])=[C:4]([C:9]2[N:10]=[C:11]([CH:37]3[CH2:38][CH2:39]3)[NH:12][C:13]=2[C:14]2[CH:19]=[CH:18][N:17]=[C:16]([NH:20][CH2:21][C@@H:22]([NH:24][C:25](=[O:28])[O:26][CH3:27])[CH3:23])[N:15]=2)[CH:5]=[C:6]([F:8])[CH:7]=1. Procedure details: A mixture of the crude (S)-methyl 1-(4-(4-(3-amino-2-chloro-5-fluorophenyl)-2-cyclopropyl-1-((2-(trimethylsilyl)ethoxy)methyl)-1H-imidazol-5-yl)pyrimidin-2-ylamino)propan-2-ylcarbamate (15.349 g), p-toluenesulfonic acid (3.64 g, 21.132 mmol) and methanol (70 mL) in a 100 mL, 3-necked round bottomed flask was heated at reflux for 1 hour. HPLC indicted completion of reaction. The reaction mixture was evaporated under vacuum and the residue was stirred with 2 N HCl (50 mL) and ethyl acetate (75 mL)... Reactants: CC(=O)OI1(OC(C)=O)(OC(C)=O)OC(=O)c2ccccc21, CCOC(C)=O, COC(=O)c1ccc2c(C3CCCCC3)c3n(c2c1)CC(O)COc1cc(F)ccc1-3, ClCCl. The product is COC(=O)c1ccc2c(C3CCCCC3)c3n(c2c1)CC(=O)COc1cc(F)ccc1-3. Reaction SMILES: [CH3:32][C:33]([O:34][I:35]1([O:45][C:46]([CH3:47])=[O:48])([O:49][C:50]([CH3:51])=[O:52])[c:36]2[c:37]([cH:38][cH:39][cH:40][cH:41]2)[C:42](=[O:43])[O:44]1)=[O:53].[CH3:57][CH2:58][O:59][C:60]([CH3:61])=[O:62].[CH:1]1([c:7]2[c:8]3[cH:9][cH:10][c:11]([C:28](=[O:29])[O:30][CH3:31])[cH:12][c:13]3[n:14]3[c:21]2-[c:20]2[c:19]([cH:25][c:24]([F:26])[cH:23][cH:22]2)[O:18][CH2:17][CH:16]([OH:27])[CH2:15]3)[CH2:2][CH2:3][CH2:4][CH2:5][CH2:6]1.[Cl:54][CH2:55][Cl:56]>>[CH:1]1([c:7]2[c:8]3[cH:9][cH:10][c:11]([C:28](=[O:29])[O:30][CH3:31])[cH:12][c:13]3[n:14]3[c:21]2-[c:20]2[c:19]([cH:25][c:24]([F:26])[cH:23][cH:22]2)[O:18][CH2:17][C:16](=[O:27])[CH2:15]3)[CH2:2][CH2:3][CH2:4][CH2:5][CH2:6]1. The reactants are CCCCCCCCc1ccc2c(c1)CC(C(NC(C)=O)(C(=O)OCC)C(=O)OCC)C2=O, ClCCl. Product: CCCCCCCCc1ccc2c(c1)CC(C(NC(C)=O)(C(=O)OCC)C(=O)OCC)C2. RXN SMILES: [CH2:1]([CH3:2])[O:3][C:4]([C:5]([C:6](=[O:7])[O:8][CH2:9][CH3:10])([CH:11]1[C:12](=[O:28])[c:13]2[cH:14][cH:15][c:16]([CH2:20][CH2:21][CH2:22][CH2:23][CH2:24][CH2:25][CH2:26][CH3:27])[cH:17][c:18]2[CH2:19]1)[NH:29][C:30]([CH3:31])=[O:32])=[O:33].[Cl:34][CH2:35][Cl:36]>>[CH2:1]([CH3:2])[O:3][C:4]([C:5]([C:6](=[O:7])[O:8][CH2:9][CH3:10])([CH:11]1[CH2:12][c:13]2[cH:14][cH:15][c:16]([CH2:20][CH2:21][CH2:22][CH2:23][CH2:24][CH2:25][CH2:26][CH3:27])[cH:17][c:18]2[CH2:19]1)[NH:29][C:30]([CH3:31])=[O:32])=[O:33]. Reactants: OCCBr, O=C([O-])[O-], CN(C)C=O, Cc1ccc(CC2CN(Cc3cn[nH]c3)CCN2C(=O)c2cc(C(F)(F)F)cc(C(F)(F)F)c2)cc1C, [K+], [K+], O. The product is Cc1ccc(CC2CN(Cc3cnn(CCO)c3)CCN2C(=O)c2cc(C(F)(F)F)cc(C(F)(F)F)c2)cc1C. RXN SMILES: [Br:7][CH2:8][CH2:9][OH:10].[C:1](=[O:2])([O-:3])[O-:4].[CH3:49][N:50]([CH3:51])[CH:52]=[O:53].[F:11][C:12]([c:13]1[cH:14][c:15]([C:16](=[O:17])[N:18]2[CH:19]([CH2:30][c:31]3[cH:32][c:33]([CH3:38])[c:34]([CH3:37])[cH:35][cH:36]3)[CH2:20][N:21]([CH2:24][c:25]3[cH:26][n:27][nH:28][cH:29]3)[CH2:22][CH2:23]2)[cH:39][c:40]([C:42]([F:43])([F:44])[F:45])[cH:41]1)([F:46])[F:47].[K+:5].[K+:6].[OH2:48]>>[CH2:8]([CH2:9][OH:10])[n:27]1[cH:26][c:25]([CH2:24][N:21]2[CH2:20][CH:19]([CH2:30][c:31]3[cH:32][c:33]([CH3:38])[c:34]([CH3:37])[cH:35][cH:36]3)[N:18]([C:16]([c:15]3[cH:14][c:13]([C:12]([F:11])([F:46])[F:47])[cH:41][c:40]([C:42]([F:43])([F:44])[F:45])[cH:39]3)=[O:17])[CH2:23][CH2:22]2)[cH:29][n:28]1. Starting materials: C1CCOC1, C[Si](C)(C)[N-][Si](C)(C)C, CCOC(C)=O, CO, CN(C(=O)c1ccc(CBr)cc1)C1CCCCC1, [Na+], O, c1cc2[nH]cnc2cn1. Product: CN(C(=O)c1ccc(Cn2cnc3cnccc32)cc1)C1CCCCC1. As a reaction SMILES: [CH2:38]1[O:39][CH2:40][CH2:41][CH2:42]1.[CH3:1][Si:2]([N-:3][Si:4]([CH3:5])([CH3:6])[CH3:7])([CH3:8])[CH3:9].[CH3:43][CH2:44][O:45][C:46](=[O:47])[CH3:48].[CH3:49][OH:50].[CH:20]1([N:26]([C:27]([c:28]2[cH:29][cH:30][c:31]([CH2:34][Br:35])[cH:32][cH:33]2)=[O:36])[CH3:37])[CH2:21][CH2:22][CH2:23][CH2:24][CH2:25]1.[Na+:10].[OH2:51].[nH:11]1[cH:12][n:13][c:14]2[cH:15][n:16][cH:17][cH:18][c:19]12>>[n:11]1([CH2:34][c:31]2[cH:30][cH:29][c:28]([C:27]([N:26]([CH:20]3[CH2:21][CH2:22][CH2:23][CH2:24][CH2:25]3)[CH3:37])=[O:36])[cH:33][cH:32]2)[cH:12][n:13][c:14]2[cH:15][n:16][cH:17][cH:18][c:19]12. Starting materials: BrC=1SC=CC1C (2-Bromo-3-methylthiophene), C1(=CC=CC=C1)P(CCCP(C1=CC=CC=C1)C1=CC=CC=C1)C1=CC=CC=C1 (1,3-bis(diphenylphosphino) propane), C(=O)([O-])[O-].[Na+].[Na+] (Na2CO3). Reagents/catalysts: CC(=O)[O-].CC(=O)[O-].[Pd+2] (Pd(OAc)2). Solvent: CCO (EtOH). Reaction conditions: temperature 120 celsius. Yields the product CC1=C(SC=C1)C(=O)OCC (ethyl 3-methyl-2-thiophenecarboxylate). As a reaction SMILES: Br[C:2]1[S:3][CH:4]=[CH:5][C:6]=1[CH3:7].C1(P([C:31]2[CH:36]=CC=CC=2)CCCP(C2C=CC=CC=2)C2C=CC=CC=2)C=CC=CC=1.[C:37]([O-])([O-:39])=[O:38].[Na+].[Na+]>CC([O-])=O.CC([O-])=O.[Pd+2].CCO>[CH3:7][C:6]1[CH:5]=[CH:4][S:3][C:2]=1[C:37]([O:39][CH2:36][CH3:31])=[O:38] |f:2.3.4,5.6.7|. Reported procedure: 2-Bromo-3-methylthiophene (Lancaster, 26.4 g, 0.149 mol), Pd(OAc)2 (0.213 g, 0.95 mmol), 1,3-bis(diphenylphosphino) propane (0.49 g, 1.2 mmol), Na2CO3 (21.1 g, 0.20 mol), and 200 mL abs EtOH were placed into a 450 mL Hastalloy-C stirred pressure reactor, purged with N2, then pressurized with 490 psig CO, and the stirring reactor was heated to 120° C. for 36 hrs. Analysis of the reaction mixture by gas chromatography showed 1.3% and 96.9% area % starting bromomethylthiophene and carbonylation pro...